Dataset: the Open Reaction Database (ORD), a public repository of structured organic reaction records. Task: describe an organic reaction: reactants, conditions, products, and yield The reactants are CC=1C(NC=CC1)=O (3-methyl-2(1H)-pyridinone), C(=O)([O-])[O-].[K+].[K+] (K2CO3), BrCCC(C)Cl (1-bromo-3-chlorobutane). Run in CN(C)C=O (DMF), C(C)(=O)OCC (ethyl acetate). Conditions: temperature 90 celsius. Product: ClCCCCN1C(C(=CC=C1)C)=O (1-(4-chlorobutyl)-3-methyl-2(1H)-pyridinone). Reaction SMILES: [CH3:1][C:2]1[C:3](=[O:8])[NH:4][CH:5]=[CH:6][CH:7]=1.[C:9]([O-])([O-])=O.[K+].[K+].Br[CH2:16][CH2:17][CH:18]([Cl:20])C>CN(C=O)C.C(OCC)(=O)C>[Cl:20][CH2:18][CH2:17][CH2:16][CH2:9][N:4]1[CH:5]=[CH:6][CH:7]=[C:2]([CH3:1])[C:3]1=[O:8] |f:1.2.3|. Procedure details: To a solution of 3-methyl-2(1H)-pyridinone (commercial aldrich) (200 mg, 1.85 mmol), in dry DMF (5 mL), K2CO3 (0.51 g) and 1-bromo-3-chlorobutane (0.32 mL) were added and the resulting mixture was heated at 90° C. for 5 hours. After solvent elimination under reduced pressure, the residue was diluted with ethyl acetate and washed once with water and once with brine. The organic phase was dried over anhydrous Na2SO4 and concentrated under reduced pressure. The crude product was purified by silica ... Reported procedure: This compound was prepared according to the method of Example 41, Step 2 using tert-butyl 4-{[6-formyl-2-(trifluoromethyl)pyrimidin-4-yl]oxy}piperidine-1-carboxylate and ethylamine as starting materials. LCMS (M+H)+: 405.2. As a reaction SMILES: [CH:1]([C:3]1[N:8]=[C:7]([C:9]([F:12])([F:11])[F:10])[N:6]=[C:5]([O:13][CH:14]2[CH2:19][CH2:18][N:17]([C:20]([O:22][C:23]([CH3:26])([CH3:25])[CH3:24])=[O:21])[CH2:16][CH2:15]2)[CH:4]=1)=O.[CH2:27]([NH2:29])[CH3:28]>>[CH2:27]([NH:29][CH2:1][C:3]1[N:8]=[C:7]([C:9]([F:12])([F:10])[F:11])[N:6]=[C:5]([O:13][CH:14]2[CH2:15][CH2:16][N:17]([C:20]([O:22][C:23]([CH3:25])([CH3:24])[CH3:26])=[O:21])[CH2:18][CH2:19]2)[CH:4]=1)[CH3:28]. Product: C(C)NCC1=CC(=NC(=N1)C(F)(F)F)OC1CCN(CC1)C(=O)OC(C)(C)C (tert-Butyl 4-{[6-[(ethylamino)methyl]-2-(trifluoromethyl)pyrimidin-4-yl]oxy}piperidine-1-carboxylate). Starting materials: C(=O)C1=CC(=NC(=N1)C(F)(F)F)OC1CCN(CC1)C(=O)OC(C)(C)C (tert-butyl 4-{[6-formyl-2-(trifluoromethyl)pyrimidin-4-yl]oxy}piperidine-1-carboxylate), C(C)N (ethylamine). Starting materials: CC(=O)O, CO, CC1(C)OB(O)c2cc(C=NO)ccc21, [Zn]. Product: CC1(C)OB(O)c2cc(CN)ccc21. Reaction SMILES: [C:18]([OH:19])(=[O:20])[CH3:21].[CH3:16][OH:17].[OH:1][B:2]1[O:3][C:4]([CH3:14])([CH3:15])[c:5]2[c:6]1[cH:7][c:8]([CH:11]=[N:12][OH:13])[cH:9][cH:10]2.[Zn:22]>>[OH:1][B:2]1[O:3][C:4]([CH3:14])([CH3:15])[c:5]2[c:6]1[cH:7][c:8]([CH2:11][NH2:12])[cH:9][cH:10]2. Reactants: COC1=CC=CC2=C1OC1C23CCNCC3CCC1 (9-methoxy-2,3,4,4a,5,6,7,7a-octahydro-1H-benzo[4,5]furo[3,2-e]isoquinoline), C(C=C)Br (allyl bromide), C([O-])([O-])=O.[K+].[K+] (potassium carbonate). The product is C(C=C)N1CC2CCCC3C2(CC1)C1=C(O3)C(=CC=C1)OC (3-allyl-9-methoxy-2,3,4,4a,5,6,7,7a-octahydro-1H-benzo[4,5]furo[3,2-e]isoquinoline). RXN SMILES: [CH3:1][O:2][C:3]1[C:8]2[O:9][CH:10]3[CH2:19][CH2:18][CH2:17][CH:16]4[C:11]3([CH2:12][CH2:13][NH:14][CH2:15]4)[C:7]=2[CH:6]=[CH:5][CH:4]=1.[CH2:20](Br)[CH:21]=[CH2:22].C(=O)([O-])[O-].[K+].[K+]>>[CH2:22]([N:14]1[CH2:13][CH2:12][C:11]23[C:7]4[CH:6]=[CH:5][CH:4]=[C:3]([O:2][CH3:1])[C:8]=4[O:9][CH:10]2[CH2:19][CH2:18][CH2:17][CH:16]3[CH2:15]1)[CH:21]=[CH2:20] |f:2.3.4|. Procedure details: Thus, 9-methoxy-2,3,4,4a,5,6,7,7a-octahydro-1H-benzo[4,5]furo[3,2-e]isoquinoline, when treated with allyl bromide in the presence of a base such as potassium carbonate, gives 3-allyl-9-methoxy-2,3,4,4a,5,6,7,7a-octahydro-1H-benzo[4,5]furo[3,2-e]isoquinoline (R1 =CH2CH=CH2 ; R2 =MeO; R3, R4, R5 =H). Also, thienyl or furyl carbonyl chlorides followed by reduction with lithium aluminum hydride give 3-(2-thienylmethyl or 2-furylmethyl-9-methoxy-2,3,4,4a,5,6,7,7a-octahydro-1H-benzo[4,5]furo[3,2-e]iso... Starting materials: ice water, [H-].[Na+] (NaH), N=1NN=CC1 (2H-[1,2,3]triazole), BrC(C)C=1C=C(C=NC1)N1C(C2=CC=C(C=C2CC1)Cl)=O (2-[5-(1-bromo-ethyl)-pyridin-3-yl]-6-chloro-3,4-dihydro-2H-isoquinolin-1-one). The solvent is CN(C)C=O (DMF). Run at time 1 hour. The product is ClC=1C=C2CCN(C(C2=CC1)=O)C=1C=NC=C(C1)C(C)N1N=CC=N1 (6-Chloro-2-[5-(1-[1,2,3]triazol-2-yl-ethyl)-pyridin-3-yl]-3,4-dihydro-2H-isoquinolin-1-one). Yield: 21.2%. As a reaction SMILES: [H-].[Na+].[N:3]1[NH:4][N:5]=[CH:6][CH:7]=1.Br[CH:9]([C:11]1[CH:12]=[C:13]([N:17]2[CH2:26][CH2:25][C:24]3[C:19](=[CH:20][CH:21]=[C:22]([Cl:27])[CH:23]=3)[C:18]2=[O:28])[CH:14]=[N:15][CH:16]=1)[CH3:10]>CN(C=O)C>[Cl:27][C:22]1[CH:23]=[C:24]2[C:19](=[CH:20][CH:21]=1)[C:18](=[O:28])[N:17]([C:13]1[CH:14]=[N:15][CH:16]=[C:11]([CH:9]([N:4]3[N:5]=[CH:6][CH:7]=[N:3]3)[CH3:10])[CH:12]=1)[CH2:26][CH2:25]2 |f:0.1|. Procedure: NaH (30 mg, 0.12 mmol) was added to a solution of 2H-[1,2,3]triazole (8.3 mg, 0.12 mmol) in DMF (5 mL) at 0° C. and the resulting reaction mixture was stirred for 10 min before 2-[5-(1-bromo-ethyl)-pyridin-3-yl]-6-chloro-3,4-dihydro-2H-isoquinolin-1-one (36.5 mg, 0.1 mmol) was added. After additional stirring at RT for 1 hour, it was poured into ice-water (5 mL) and extracted with EtOAc (2×10 mL). The organic layers were washed with brine, dried over anhy. Na2SO4, filtered and concentrated in va... Starting materials: BrCCCCCl (1-bromo-4-chlorobutane), CC1=CC(=NC(=C1)C)NC(C)=O (N-(4,6-dimethyl-2-pyridyl)acetamide), [H-].[Na+] (sodium hydride), oil, Cl (hydrochloric acid). The solvent is CN(C=O)C (dimethylformamide). Product: ClCCCCN(C(C)=O)C1=NC(=CC(=C1)C)C (N-(4-Chlorobutyl)-N-(4,6-dimethyl-2-pyridyl)acetamide). As a reaction SMILES: [CH3:1][C:2]1[CH:7]=[C:6]([CH3:8])[N:5]=[C:4]([NH:9][C:10](=[O:12])[CH3:11])[CH:3]=1.[H-].[Na+].Br[CH2:16][CH2:17][CH2:18][CH2:19][Cl:20].Cl>CN(C)C=O>[Cl:20][CH2:19][CH2:18][CH2:17][CH2:16][N:9]([C:4]1[CH:3]=[C:2]([CH3:1])[CH:7]=[C:6]([CH3:8])[N:5]=1)[C:10](=[O:12])[CH3:11] |f:1.2|. Procedure: To N-(4,6-dimethyl-2-pyridyl)acetamide (49.2 g, 0.3 mole) dissolved in dimethylformamide (550 ml) is added sodium hydride in mineral oil (50%) (13.45 g., 0.32 mole) in portions at room temperature. When reaction is complete, the mixture is warmed with stirring to 45° and 1-bromo-4-chlorobutane (52.5 g., 0.306 mole) is added in one portion and stirred one hour on the steam bath. The reaction mixture is then cooled, acidified with hydrochloric acid and concentrated under vacuum. The residue is dis... The reactants are C1CCOC1, O=C=Nc1ccc(OC(F)(F)F)cc1, CCOC(=O)c1nc(N)cn1C. The product is CCOC(=O)c1nc(NC(=O)Nc2ccc(OC(F)(F)F)cc2)cn1C. RXN SMILES: [CH2:27]1[O:28][CH2:29][CH2:30][CH2:31]1.[F:13][C:14]([O:15][c:16]1[cH:17][cH:18][c:19]([N:22]=[C:23]=[O:24])[cH:20][cH:21]1)([F:25])[F:26].[NH2:1][c:2]1[n:3][c:4]([C:8](=[O:9])[O:10][CH2:11][CH3:12])[n:5]([CH3:7])[cH:6]1>>[NH:1]([c:2]1[n:3][c:4]([C:8](=[O:9])[O:10][CH2:11][CH3:12])[n:5]([CH3:7])[cH:6]1)[C:23]([NH:22][c:19]1[cH:18][cH:17][c:16]([O:15][C:14]([F:13])([F:25])[F:26])[cH:21][cH:20]1)=[O:24].